Task: describe an organic reaction: reactants, conditions, products, and yield. Dataset: the Open Reaction Database (ORD), a public repository of structured organic reaction records The solvent is CO (methanol). Run at temperature 80 celsius, time 1 hour. Yields the product O1C=NC=C1C1=CC=C(C=C1)NC=1N=C(C2=C(N1)CCNC2)NC[C@@H]2OCCC2 ((R)-N2-(4-(Oxazol-5-yl)phenyl)-N4-((tetrahydrofuran-2-yl)methyl)-5,6,7,8-tetrahydropyrido[4,3-d]pyrimidine-2,4-diamine). Reactants: O1C=NC=C1C1=CC=C(C=C1)NC=1N=C(C2=C(N1)CCN(C2)C(=O)OC(C)(C)C)NC[C@@H]2OCCC2 ((R)-tert-Butyl 2-(4-(oxazol-5-yl)phenylamino)-4-((tetrahydrofuran-2-yl)methylamino)-7,8-dihydropyrido[4,3-d]pyrimidine-6(5H)-carboxylate), Cl (Hydrochloric acid). Procedure: (R)-tert-Butyl 2-(4-(oxazol-5-yl)phenylamino)-4-((tetrahydrofuran-2-yl)methylamino)-7,8-dihydropyrido[4,3-d]pyrimidine-6(5H)-carboxylate (323 mg, 0.66 mmol) was dissolved in methanol (3 mL). Hydrochloric acid (0.020 mL, 0.66 mmol) was added and the reaction mixture was stirred at 80° C. for 1 h. The solvent was evaporated under reduced pressure and the crude was used as such in the subsequent step. MS (ES+) m/z 393.3 (M+H)+ RXN SMILES: [O:1]1[C:5]([C:6]2[CH:11]=[CH:10][C:9]([NH:12][C:13]3[N:14]=[C:15]([NH:30][CH2:31][C@H:32]4[CH2:36][CH2:35][CH2:34][O:33]4)[C:16]4[CH2:22][N:21](C(OC(C)(C)C)=O)[CH2:20][CH2:19][C:17]=4[N:18]=3)=[CH:8][CH:7]=2)=[CH:4][N:3]=[CH:2]1.Cl>CO>[O:1]1[C:5]([C:6]2[CH:7]=[CH:8][C:9]([NH:12][C:13]3[N:14]=[C:15]([NH:30][CH2:31][C@H:32]4[CH2:36][CH2:35][CH2:34][O:33]4)[C:16]4[CH2:22][NH:21][CH2:20][CH2:19][C:17]=4[N:18]=3)=[CH:10][CH:11]=2)=[CH:4][N:3]=[CH:2]1. Starting materials: BrC1=CC=C(C=C1)C(C)O (1-(4-bromo-phenyl)-ethanol), CI (methyl iodide), [H-].[Na+] (sodium hydride). Run in CN(C=O)C (N,N-dimethylformamide). Yields the product CCCC(C)C (isohexane), BrC1=CC=C(C=C1)C(C)OC (1-bromo-4-(1-methoxy-ethyl)-benzene). Yield: 195.2%. Reaction SMILES: [Br:1][C:2]1[CH:7]=[CH:6][C:5]([CH:8]([OH:10])[CH3:9])=[CH:4][CH:3]=1.[H-].[Na+].[CH3:13]I>CN(C)C=O>[CH3:2][CH2:3][CH2:4][CH:5]([CH3:8])[CH3:6].[Br:1][C:2]1[CH:7]=[CH:6][C:5]([CH:8]([O:10][CH3:13])[CH3:9])=[CH:4][CH:3]=1 |f:1.2|. Procedure details: Dissolve 1-(4-bromo-phenyl)-ethanol (0.79 mL, 6.62 mmol) in dry N,N-dimethylformamide (7 mL) at ambient temperature under nitrogen atmosphere. Add sodium hydride (60% dispersion in oil, 397 mg, 9.93 mmol), stir the reaction for 30 min., then add methyl iodide (0.50 mL, 7.94 mmol) and stir the reaction for a further 23 hr. under nitrogen. Quench with water (30 mL), extract with DCM (3×30 mL), pass through an IST Phase Separator Frit® and concentrate. Purify using silica gel chromatography, elutin... Reactants: CS(C)=O, CCN(C(C)C)C(C)C, O, c1ccc(-c2nsc(N3CCNCC3)n2)cc1, O=C(Nc1ccnnc1)OCC(Cl)(Cl)Cl. Yields the product O=C(Nc1ccnnc1)N1CCN(c2nc(-c3ccccc3)ns2)CC1. As a reaction SMILES: [CH3:42][S:43]([CH3:44])=[O:45].[CH:33]([N:34]([CH:35]([CH3:36])[CH3:37])[CH2:38][CH3:39])([CH3:40])[CH3:41].[OH2:46].[c:16]1(-[c:22]2[n:23][s:24][c:25]([N:27]3[CH2:28][CH2:29][NH:30][CH2:31][CH2:32]3)[n:26]2)[cH:17][cH:18][cH:19][cH:20][cH:21]1.[n:1]1[n:2][cH:3][c:4]([NH:7][C:8]([O:9][CH2:10][C:11]([Cl:12])([Cl:13])[Cl:14])=[O:15])[cH:5][cH:6]1>>[n:1]1[n:2][cH:3][c:4]([NH:7][C:8](=[O:15])[N:30]2[CH2:29][CH2:28][N:27]([c:25]3[s:24][n:23][c:22](-[c:16]4[cH:17][cH:18][cH:19][cH:20][cH:21]4)[n:26]3)[CH2:32][CH2:31]2)[cH:5][cH:6]1. Reactants: CC(=O)O[BH-](OC(C)=O)OC(C)=O, O=C([O-])O, OCCNCc1ccccc1, CC#N, CC(=O)O, CC1CCCN1c1cnc(C=O)c(Cl)n1, [Na+], [Na+]. Product: CC1CCCN1c1cnc(CN(CCO)Cc2ccccc2)c(Cl)n1. Reaction SMILES: [C:1]([O:2][BH-:3]([O:4][C:5](=[O:6])[CH3:7])[O:8][C:9](=[O:10])[CH3:11])(=[O:12])[CH3:13].[C:41](=[O:42])([O-:43])[OH:44].[CH2:30]([c:31]1[cH:32][cH:33][cH:34][cH:35][cH:36]1)[NH:37][CH2:38][CH2:39][OH:40].[CH3:46][C:47]#[N:48].[CH3:49][C:50](=[O:51])[OH:52].[Cl:15][c:16]1[c:17]([CH:28]=[O:29])[n:18][cH:19][c:20]([N:22]2[CH:23]([CH3:27])[CH2:24][CH2:25][CH2:26]2)[n:21]1.[Na+:14].[Na+:45]>>[Cl:15][c:16]1[c:17]([CH2:28][N:37]([CH2:30][c:31]2[cH:32][cH:33][cH:34][cH:35][cH:36]2)[CH2:38][CH2:39][OH:40])[n:18][cH:19][c:20]([N:22]2[CH:23]([CH3:27])[CH2:24][CH2:25][CH2:26]2)[n:21]1. Starting materials: C(C1=CC=CC=C1)OC(=O)N1CCN(CC1)C1=NC2=CC=CC=C2C(=N1)OCC(CO)O (2-[4-(benzyloxycarbonyl)piperazin-1-yl]-4-[(RS)-(2,3-dihydroxypropyl)oxy]quinazoline), C(Cl)(Cl)Cl (chloroform). The reagents and catalysts are [Pd] (palladium/carbon). Run in CO (methanol). Conditions: time 15 hour. The product is OC(COC1=NC(=NC2=CC=CC=C12)N1CCNCC1)CO (4-[(RS)-(2,3-dihydroxypropyl)oxy]-2-(1-piperazinyl)quinazoline). The yield is 55.0%. Reaction SMILES: C(OC([N:11]1[CH2:16][CH2:15][N:14]([C:17]2[N:26]=[C:25]([O:27][CH2:28][CH:29]([OH:32])[CH2:30][OH:31])[C:24]3[C:19](=[CH:20][CH:21]=[CH:22][CH:23]=3)[N:18]=2)[CH2:13][CH2:12]1)=O)C1C=CC=CC=1.C(Cl)(Cl)Cl>CO.[Pd]>[OH:32][CH:29]([CH2:30][OH:31])[CH2:28][O:27][C:25]1[C:24]2[C:19](=[CH:20][CH:21]=[CH:22][CH:23]=2)[N:18]=[C:17]([N:14]2[CH2:13][CH2:12][NH:11][CH2:16][CH2:15]2)[N:26]=1. Reported procedure: To a solution of 2-[4-(benzyloxycarbonyl)piperazin-1-yl]-4-[(RS)-(2,3-dihydroxypropyl)oxy]quinazoline (930 mg) in methanol (10 ml) is added 10% palladium/carbon (280 mg), and the mixture is stirred under hydrogen atmosphere and under atmospheric pressure at room temperature for 15 hours. To the reaction mixture is added chloroform (30 ml), and the mixture is filtered, and the filtrate is evaporated to dryness under reduced pressure. The residue is dissolved in methanol-chloroform, and the soluti... Reactants: C(C)OC(=O)C1=C(CCC1)NCC (2-Ethylamino-cyclopent-1-enecarboxylic acid ethyl ester), C(C)(=O)O[BH-](OC(C)=O)OC(C)=O.[Na+] (sodium triacetoxyborohydride). The solvent is C(C)(=O)O (acetic acid). Run at temperature 25 celsius, time 3 hour. Product: C(C)OC(=O)C1C(CCC1)NCC (2-ethylamino-cyclopentanecarboxylic acid ethyl ester). Isolated yield 28.3%. As a reaction SMILES: [CH2:1]([O:3][C:4]([C:6]1[CH2:10][CH2:9][CH2:8][C:7]=1[NH:11][CH2:12][CH3:13])=[O:5])[CH3:2].C(O[BH-](OC(=O)C)OC(=O)C)(=O)C.[Na+]>C(O)(=O)C>[CH2:1]([O:3][C:4]([CH:6]1[CH2:10][CH2:9][CH2:8][CH:7]1[NH:11][CH2:12][CH3:13])=[O:5])[CH3:2] |f:1.2|. Reported procedure: 2-Ethylamino-cyclopent-1-enecarboxylic acid ethyl ester (1.52 g, 8.30 mmol) was dissolved in glacial acetic acid (25 mL) and sodium triacetoxyborohydride (5.28 g, 24.9 mmol) was added at 0° C. The solution was allowed to warm to 25° C. and stirred for 3 h. The acetic acid was removed in vacuo and the residue was dissolved in dichloromethane. The solution was washed with saturated aqueous sodium bicarbonate solution followed by saturated aqueous brine solution. The organic layer was dried over so...